Dataset: the Open Reaction Database (ORD), a public repository of structured organic reaction records. Task: describe an organic reaction: reactants, conditions, products, and yield Procedure details: 3-(2,4-Difluorophenyl)-1-(pyrazin-2-yl)-1H-thieno[2,3-c]pyrazole-5-carboxylic acid (43.6 mg, 0.069 mmol, with 4 equivalents of sodium chloride), L-(1R)-1-(3-methyl-1,2,4-oxadiazol-5-yl)ethanamine bis-hydrochloride (17.2 mg, 0.086 mmol), 1-(3-dimethylaminopropyl)-3-ethylcarbodiimide hydrochloride (28.5 mg, 0.149 mmol), 1-hydroxy-7-azabenzotriazole (5.2 mg, 0.038 mmol), and N-methylmorpholine (31 μl, 0.282 mmol) were dissolved in N,N-dimethylformamide (700 μl) at 25° C. The reaction mixture was he... Product: FC1=C(C=CC(=C1)F)C=1C2=C(N(N1)C1=NC=CN=C1)SC(=C2)C(=O)N[C@H](C)C2=NC(=NO2)C (3-(2,4-Difluorophenyl)-N-[(1R)-1-(3-methyl-1,2,4-oxadiazol-5-yl)ethyl]-1-(pyrazin-2-yl)-1H-thieno[2,3-c]pyrazole-5-carboxamide). Conditions: temperature 50 celsius, time 10 minute. As a reaction SMILES: [F:1][C:2]1[CH:7]=[C:6]([F:8])[CH:5]=[CH:4][C:3]=1[C:9]1[C:10]2[CH:22]=[C:21]([C:23](O)=[O:24])[S:20][C:11]=2[N:12]([C:14]2[CH:19]=[N:18][CH:17]=[CH:16][N:15]=2)[N:13]=1.Cl.C[N:28](C)CCCN=C=NCC.[OH:38][N:39]1[C:43]2[N:44]=[CH:45][CH:46]=[CH:47][C:42]=2N=N1.CN1CCOCC1>CN(C)C=O>[F:1][C:2]1[CH:7]=[C:6]([F:8])[CH:5]=[CH:4][C:3]=1[C:9]1[C:10]2[CH:22]=[C:21]([C:23]([NH:28][C@@H:46]([C:45]3[O:38][N:39]=[C:43]([CH3:42])[N:44]=3)[CH3:47])=[O:24])[S:20][C:11]=2[N:12]([C:14]2[CH:19]=[N:18][CH:17]=[CH:16][N:15]=2)[N:13]=1 |f:1.2|. Run in CN(C=O)C (N,N-dimethylformamide). Starting materials: FC1=C(C=CC(=C1)F)C=1C2=C(N(N1)C1=NC=CN=C1)SC(=C2)C(=O)O (3-(2,4-Difluorophenyl)-1-(pyrazin-2-yl)-1H-thieno[2,3-c]pyrazole-5-carboxylic acid), L-(1R)-1-(3-methyl-1,2,4-oxadiazol-5-yl)ethanamine bis-hydrochloride, Cl.CN(CCCN=C=NCC)C (1-(3-dimethylaminopropyl)-3-ethylcarbodiimide hydrochloride), ON1N=NC2=C1N=CC=C2 (1-hydroxy-7-azabenzotriazole), CN1CCOCC1 (N-methylmorpholine). Isolated yield 121.1%. Reactants: O=C([O-])[O-], CCOC=N, ClCCl, Cl, Cl, NCC(F)(F)F, [K+], [K+], O. Yields the product CCOC=NCC(F)(F)F. RXN SMILES: [C:14](=[O:15])([O-:16])[O-:17].[CH:2]([O:3][CH2:4][CH3:5])=[NH:6].[Cl:21][CH2:22][Cl:23].[ClH:1].[ClH:7].[F:8][C:9]([CH2:10][NH2:11])([F:12])[F:13].[K+:18].[K+:19].[OH2:20]>>[CH:2]([O:3][CH2:4][CH3:5])=[N:6][CH2:10][C:9]([F:8])([F:12])[F:13].